The task is: describe an organic reaction: reactants, conditions, products, and yield. This data is from the Open Reaction Database (ORD), a public repository of structured organic reaction records. The reactants are O=C([O-])[O-], C#CCBr, CC(C)=O, CNCCOC, [Cs+], [Cs+]. The product is C#CCN(C)CCOC. As a reaction SMILES: [C:11](=[O:12])([O-:13])[O-:14].[CH2:1]([C:2]#[CH:3])[Br:4].[CH3:17][C:18](=[O:19])[CH3:20].[CH3:5][O:6][CH2:7][CH2:8][NH:9][CH3:10].[Cs+:15].[Cs+:16]>>[CH2:1]([C:2]#[CH:3])[N:9]([CH2:8][CH2:7][O:6][CH3:5])[CH3:10]. Starting materials: C1(=CC=CC=C1)CC(=O)Cl (Phenylacetyl chloride), NCCC=1C=C2CCCC2=CC1C (5-aminoethyl-6-methylindan). The product is C1(=CC=CC=C1)CC(=O)C=1C=C2CCCC2=CC1C (5-Phenylacetyl-6-methylindan). RXN SMILES: [C:1]1([CH2:7][C:8](Cl)=[O:9])[CH:6]=[CH:5][CH:4]=[CH:3][CH:2]=1.NCC[C:14]1[CH:15]=[C:16]2[C:20](=[CH:21][C:22]=1[CH3:23])[CH2:19][CH2:18][CH2:17]2>>[C:1]1([CH2:7][C:8]([C:14]2[CH:15]=[C:16]3[C:20](=[CH:21][C:22]=2[CH3:23])[CH2:19][CH2:18][CH2:17]3)=[O:9])[CH:6]=[CH:5][CH:4]=[CH:3][CH:2]=1. Procedure: Phenylacetyl chloride was reacted with 5-aminoethyl-6-methylindan to produce the desired product. After recrystallization from benzene it melted at 125.5°-127° C.